Task: describe an organic reaction: reactants, conditions, products, and yield. Dataset: the Open Reaction Database (ORD), a public repository of structured organic reaction records Procedure details: 15.4 g (0.05 mol, 1.0 eq.) of 4-nonyloxy-2-acetoxymethyl-3-methylpyridine was added dropwise to a 20% aqueous solution of sodium hydroxide (20.0 g) at 11 to 21° C., and the mixture was allowed to react for one hour at room temperature, and then extracted with water (77 mL) and toluene (128 mL). The extract was washed with water, dried over anhydrous magnesium sulfate, and then concentrated to dryness, to obtain 16.8 g of 4-nonyloxy-2-hydroxymethyl-3-methylpyridine as a brown oily matter. Yields the product C(CCCCCCCC)OC1=C(C(=NC=C1)CO)C (4-nonyloxy-2-hydroxymethyl-3-methylpyridine). As a reaction SMILES: [CH2:1]([O:10][C:11]1[CH:16]=[CH:15][N:14]=[C:13]([CH2:17][O:18]C(=O)C)[C:12]=1[CH3:22])[CH2:2][CH2:3][CH2:4][CH2:5][CH2:6][CH2:7][CH2:8][CH3:9].[OH-].[Na+]>>[CH2:1]([O:10][C:11]1[CH:16]=[CH:15][N:14]=[C:13]([CH2:17][OH:18])[C:12]=1[CH3:22])[CH2:2][CH2:3][CH2:4][CH2:5][CH2:6][CH2:7][CH2:8][CH3:9] |f:1.2|. Starting materials: C(CCCCCCCC)OC1=C(C(=NC=C1)COC(C)=O)C (4-nonyloxy-2-acetoxymethyl-3-methylpyridine), aqueous solution, [OH-].[Na+] (sodium hydroxide). The yield is 126.6%. The reactants are BrCC(=O)C1=CC=C(C=C1)Cl (2-bromo-1-(4-chloro-phenyl)-ethanone), C(C)OC(=S)NN (hydrazine-carbothioic acid O-ethyl ester). Run in C(C)#N (acetonitrile). Reaction conditions: time 3 hour. The product is ClC1=CC=C(C=C1)C1=NNC(SC1)=O (5-(4-Chloro-phenyl)-3,6-dihydro-[1,3,4]thiadiazin-2-one). Reaction SMILES: Br[CH2:2][C:3]([C:5]1[CH:10]=[CH:9][C:8]([Cl:11])=[CH:7][CH:6]=1)=O.C([O:14][C:15]([NH:17][NH2:18])=[S:16])C>C(#N)C>[Cl:11][C:8]1[CH:9]=[CH:10][C:5]([C:3]2[CH2:2][S:16][C:15](=[O:14])[NH:17][N:18]=2)=[CH:6][CH:7]=1. Reported procedure: A mixture of 2-bromo-1-(4-chloro-phenyl)-ethanone (90.71 mmoles) and hydrazine-carbothioic acid O-ethyl ester (90.71 mmoles) in acetonitrile (84 ml) is stirred at ambient temperature for 3 hours. The solid formed is filtered off, washed with acetonitrile and ethyl ether and then dried in vacuo to yield the title product, which is used directly in the next Step. Starting materials: CCn1ncc(-n2cc(I)nc2C)cc1=O, C#Cc1cccc(Cl)c1. The product is CCn1ncc(-n2cc(C#Cc3cccc(Cl)c3)nc2C)cc1=O. As a reaction SMILES: [CH2:1]([CH3:2])[n:3]1[n:4][cH:5][c:6](-[n:10]2[c:11]([CH3:16])[n:12][c:13]([I:15])[cH:14]2)[cH:7][c:8]1=[O:9].[Cl:17][c:18]1[cH:19][c:20]([C:24]#[CH:25])[cH:21][cH:22][cH:23]1>>[CH2:1]([CH3:2])[n:3]1[n:4][cH:5][c:6](-[n:10]2[c:11]([CH3:16])[n:12][c:13]([C:25]#[C:24][c:20]3[cH:19][c:18]([Cl:17])[cH:23][cH:22][cH:21]3)[cH:14]2)[cH:7][c:8]1=[O:9]. Reactants: C(C)S(=O)(=O)C1=CC=C(CNC(=O)C=2C=C3C(=NC2)[C@@H](N(C3)CC3=CC=C(C=C3)C(F)(F)F)C(C)C)C=C1 ((S)-N-(4-(ethylsulfonyl)benzyl)-7-isopropyl-6-(4-(trifluoromethyl)benzyl)-6,7-dihydro-5H-pyrrolo[3,4-b]pyridine-3-carboxamide), C(C)(C)[C@@H]1NCC=2C1=NC=C(C2)C(=O)NCC2=CC=C(C(=O)OC)C=C2 (methyl(S)-4-((7-isopropyl-6,7-dihydro-5H-pyrrolo[3,4-b]pyridine-3-carboxamido)methyl)benzoate). Run at time 2 minute. The product is C(C)(C)[C@@H]1N(CC=2C1=NC=C(C2)C(=O)NCC2=CC=C(C(=O)OC)C=C2)CC2=CC=C(C=C2)C(F)(F)F (Methyl(S)-4-((7-isopropyl-6-(4-(trifluoromethyl)benzyl)-6,7-dihydro-5H-pyrrolo[3,4-b]pyridine-3-carboxamido)methyl)benzoate). RXN SMILES: C(S([C:6]1[CH:38]=[CH:37][C:9]([CH2:10][NH:11][C:12]([C:14]2[CH:15]=[C:16]3[CH2:22][N:21]([CH2:23][C:24]4[CH:29]=[CH:28][C:27]([C:30]([F:33])([F:32])[F:31])=[CH:26][CH:25]=4)[C@@H:20]([CH:34]([CH3:36])[CH3:35])[C:17]3=[N:18][CH:19]=2)=[O:13])=[CH:8][CH:7]=1)(=O)=O)C.C([C@H]1C2=NC=C(C(NCC3C=CC([C:59]([O:61][CH3:62])=[O:60])=CC=3)=O)C=C2CN1)(C)C>>[CH:34]([C@H:20]1[C:17]2=[N:18][CH:19]=[C:14]([C:12]([NH:11][CH2:10][C:9]3[CH:8]=[CH:7][C:6]([C:59]([O:61][CH3:62])=[O:60])=[CH:38][CH:37]=3)=[O:13])[CH:15]=[C:16]2[CH2:22][N:21]1[CH2:23][C:24]1[CH:25]=[CH:26][C:27]([C:30]([F:33])([F:31])[F:32])=[CH:28][CH:29]=1)([CH3:36])[CH3:35]. Procedure: Procedure same as that for (S)-N-(4-(ethylsulfonyl)benzyl)-7-isopropyl-6-(4-(trifluoromethyl)benzyl)-6,7-dihydro-5H-pyrrolo[3,4-b]pyridine-3-carboxamide, using methyl(S)-4-((7-isopropyl-6,7-dihydro-5H-pyrrolo[3,4-b]pyridine-3-carboxamido)methyl)benzoate as a starting material. LC-MS tR=1.34 min in 2 min chromatography, MS (ESI) m/z 512 [M+H]+. Starting materials: BrC1=C(C=O)C=C(C=C1)O (2-bromo-5-hydroxy-benzaldehyde), 1, C(CO)O (ethylene glycol), CC=1C=CC(=CC1)S(=O)(=O)O (p-TSA). The solvent is C1(=CC=CC=C1)C (toluene). Product: BrC1=C(C=C(C=C1)O)C1OCCO1 (4-Bromo-3-[1, 3]dioxolan-2-yl-phenol). Reaction SMILES: [Br:1][C:2]1[CH:9]=[CH:8][C:7]([OH:10])=[CH:6][C:3]=1[CH:4]=[O:5].[CH2:11](O)[CH2:12][OH:13].CC1C=CC(S(O)(=O)=O)=CC=1>C1(C)C=CC=CC=1>[Br:1][C:2]1[CH:9]=[CH:8][C:7]([OH:10])=[CH:6][C:3]=1[CH:4]1[O:13][CH2:12][CH2:11][O:5]1. Reported procedure: To a solution of 2-bromo-5-hydroxy-benzaldehyde compound 1 (15.0 g, 74.62 mmol) in toluene (100 mL) was added ethylene glycol (12.5 mL, 223.86 mmol) and p-TSA (1.42 g, 7.46 mmol). The solvent was removed under reduced pressure to give crude product 2 (20.0 g crude), which was used in the next step without further purification. 1H NMR 400 MHz (CDCl3) δ: 7.38 (d, J=8.6 Hz, 1H), 7.01 (d, J=2.7 Hz, 1H), 6.62 (d, J=8.2, 2.3 Hz, 1H), 6.01 (s, 1H), 4.20-4.01 (m, 4H).